Dataset: the Open Reaction Database (ORD), a public repository of structured organic reaction records. Task: describe an organic reaction: reactants, conditions, products, and yield Reactants: NC1=NC(=NC=C1C(=O)C1=C(C(=CC=C1OC)F)F)NC1CCN(CC1)S(=O)(=O)C ([4-amino-2-(1-methanesulfonyl-piperidin-4-ylamino)-pyrimidin-5-yl]-(2,3-difluoro-6-methoxy-phenyl)-methanone), C[O-].[Na+] (sodium methoxide). The solvent is CO (methanol). Reaction conditions: temperature 130 celsius. The product is NC1=NC(=NC=C1C(=O)C1=C(C(=CC=C1OC)F)OC)NC1CCN(CC1)S(=O)(=O)C ([4-amino-2-(1-methanesulfonyl-piperidin-4-ylamino)-pyrimidin-5-yl]-(3-fluoro-2,6-dimethoxy-phenyl)-methanone). As a reaction SMILES: [NH2:1][C:2]1[C:7]([C:8]([C:10]2[C:15]([O:16][CH3:17])=[CH:14][CH:13]=[C:12]([F:18])[C:11]=2F)=[O:9])=[CH:6][N:5]=[C:4]([NH:20][CH:21]2[CH2:26][CH2:25][N:24]([S:27]([CH3:30])(=[O:29])=[O:28])[CH2:23][CH2:22]2)[N:3]=1.[CH3:31][O-:32].[Na+]>CO>[NH2:1][C:2]1[C:7]([C:8]([C:10]2[C:15]([O:16][CH3:17])=[CH:14][CH:13]=[C:12]([F:18])[C:11]=2[O:32][CH3:31])=[O:9])=[CH:6][N:5]=[C:4]([NH:20][CH:21]2[CH2:22][CH2:23][N:24]([S:27]([CH3:30])(=[O:29])=[O:28])[CH2:25][CH2:26]2)[N:3]=1 |f:1.2|. Procedure: A solution of [4-amino-2-(1-methanesulfonyl-piperidin-4-ylamino)-pyrimidin-5-yl]-(2,3-difluoro-6-methoxy-phenyl)-methanone (49.7 mmol, 0.112 mmol, Example 105) in methanol (4 mL) was treated with sodium methoxide (25 wt % in methanol, 0.29 mL, Aldrich) and heated at 130° C. in microwave for 3 hours. The reaction was concentrated and the crude product was purified on silica gel (95:5 methylene chloride/methanol) to give [4-amino-2-(1-methanesulfonyl-piperidin-4-ylamino)-pyrimidin-5-yl]-(3-fluoro-... The reactants are ethoxylated octyl phenols, carboxylates, C(=C)Cl (vinyl chloride), methacrylic esters, C(C(=C)C)(=O)O (methacrylic acid), ethoxylated octyl phenols, C(C)(=O)OC=C (vinyl acetate), acrylic esters, styrene-maleic anhydride copolymer, alkyl benzene sulfonates, C([O-])([O-])=O.[NH4+].[NH4+] (ammonium carbonate), C(C=C)(=O)[O-] (acrylate), acrylic esters, styrene-maleic anhydride copolymer, styrene-maleic anhydride copolymer, methacrylic esters, styrene-maleic anhydride copolymer, C=CC1=CC=CC=C1.CC(=C)C1=CC=CC=C1.C(C=C)(=O)O (styrene α-methyl styrene acrylic acid), styrene-maleic anhydride copolymer, C(=CC1=CC=CC=C1)/C/1=C/C(=O)OC1=O (styrene-maleic anhydride), aromatic alkenyl, styrene/maleic anhydride copolymer, sulfonates, styrene-maleic anhydride copolymer, sulfates, methacrylic esters, phosphates, styrene-maleic anhydride copolymer, ethoxylated nonyl phenols, aliphatic alkenyl, fatty alcohols, alkyl, acrylic esters, C=CC1=CC=CC=C1 (styrene), C1(\C=C/C(=O)O1)=O (maleic anhydride), CC(=C)C1=CC=CC=C1 (α-methylstyrene), alkyl, esters, C(\C=C/C(=O)O)(=O)O (maleic acid), C(\C=C/C(=O)[O-])(=O)OCCCC (monobutyl maleate), C(C(=C)C)(=O)[O-] (methacrylate), alkyl benzene sulfonates. The reagents and catalysts are [Zn] (zinc). The solvent is O (water). Yields the product styrene-maleic anhydride copolymer, C=CC1=CC=CC=C1.CC(=C)C1=CC=CC=C1.C(C=C)(=O)O (styrene α-methyl styrene acrylic acid), [OH-].[NH4+] (ammonium hydroxide). Reaction SMILES: [CH:1]([C:9]1=[CH:10][C:11]([O:13]C1=O)=[O:12])=[CH:2][C:3]1[CH:8]=[CH:7][CH:6]=[CH:5][CH:4]=1.[CH2:16]=CC1C=CC=CC=1.C1(=O)OC(=O)C=C1.CC(C1C=CC=CC=1)=C.C(O)(=O)/C=C\C(O)=O.C(OCCCC)(=O)/C=C\C([O-])=O.C(O)(=O)C(C)=C.C=CC1C=CC=CC=1.CC(C1C=CC=CC=1)=C.C(O)(=O)C=C.C(=O)([O-])[O-].[NH4+:92].[NH4+].C([O-])(=O)C=C.C([O-])(=O)C(C)=C.C(OC=C)(=O)C.C(Cl)=C>[Zn].O>[CH2:1]=[CH:2][C:3]1[CH:8]=[CH:7][CH:6]=[CH:5][CH:4]=1.[CH3:16][C:2]([C:3]1[CH:4]=[CH:5][CH:6]=[CH:7][CH:8]=1)=[CH2:1].[C:11]([OH:13])(=[O:12])[CH:10]=[CH2:9].[OH-:12].[NH4+:92] |f:7.8.9,10.11.12,19.20.21,22.23|. Procedure: The styrene-maleic anhydride copolymer according to the invention can be a styrene-maleic anhydride copolymer or a styrene-maleic anhydride terpolymer wherein the third unit can be the residue of any ethylenically unsaturated monomer (preferably mono-ethylenically unsaturated) which will copolymerize with styrene and maleic anhydride such as α-methylstyrene, alkyl half-esters of maleic acid such monomethyl maleate, monobutyl maleate, and the like, and acrylic or methacrylic acid. The latex compo...